From a dataset of the Open Reaction Database (ORD), a public repository of structured organic reaction records. describe an organic reaction: reactants, conditions, products, and yield Starting materials: NC=1SC=C(N1)/C(/C(=O)NC1[C@@H]2N(C(=C(CS2)\C=C/C)C(=O)OC(C)OC(=O)OC2CCCCC2)C1=O)=N/OC(C1=CC=CC=C1)(C1=CC=CC=C1)C1=CC=CC=C1 (1-Cyclohexyloxycarbonyloxyethyl 7-[(Z)-2-(2-Aminothiazol-4-yl)-2-trityloxyiminoacetamido]-3-[(Z)-1-propenyl]-3-cephem-4-carboxylate), C(=O)O (formic acid), [OH-].[Na+] (NaOH). The solvent is CCOC(=O)C (EtOAc), ice water. Conditions: time 1 hour. Product: NC=1SC=C(N1)/C(/C(=O)NC1[C@@H]2N(C(=C(CS2)\C=C/C)C(=O)OC(C)OC(=O)OC2CCCCC2)C1=O)=N/O (1-Cyclohexyloxycarbonyloxyethyl 7-[(Z)-2-(2-Aminothiazol-4-yl)-2-hydroxyiminoacetamido]-3-[(Z)-1-propenyl]-3-cephem-4-carboxylate). Isolated yield 68.1%. As a reaction SMILES: [NH2:1][C:2]1[S:3][CH:4]=[C:5](/[C:7](=[N:38]/[O:39]C(C2C=CC=CC=2)(C2C=CC=CC=2)C2C=CC=CC=2)/[C:8]([NH:10][CH:11]2[C:36](=[O:37])[N:13]3[C:14]([C:21]([O:23][CH:24]([O:26][C:27]([O:29][CH:30]4[CH2:35][CH2:34][CH2:33][CH2:32][CH2:31]4)=[O:28])[CH3:25])=[O:22])=[C:15](/[CH:18]=[CH:19]\[CH3:20])[CH2:16][S:17][C@H:12]23)=[O:9])[N:6]=1.C(O)=O.[OH-].[Na+]>CCOC(C)=O>[NH2:1][C:2]1[S:3][CH:4]=[C:5](/[C:7](=[N:38]/[OH:39])/[C:8]([NH:10][CH:11]2[C:36](=[O:37])[N:13]3[C:14]([C:21]([O:23][CH:24]([O:26][C:27]([O:29][CH:30]4[CH2:35][CH2:34][CH2:33][CH2:32][CH2:31]4)=[O:28])[CH3:25])=[O:22])=[C:15](/[CH:18]=[CH:19]\[CH3:20])[CH2:16][S:17][C@H:12]23)=[O:9])[N:6]=1 |f:2.3|. Reported procedure: A mixture of the product of Procedure 13 (62.7 g, 0.076 mol) and 90% aqueous formic acid (110 ml) was stirred at room temperature for 1 hr. The reaction mixture was diluted with EtOAc (600 ml) and ice-water (300 ml) and the lower layer was adjusted to pH 3.3 with 30% aq. NaOH under vigorous stirring. The upper layer was diluted to 2 L, separated, washed with water (500 ml×3) and brine, dried over MgSO4 and concentrated under diminished pressure. The residue was dissolved in toluene (300 ml) whic...